From a dataset of the Open Reaction Database (ORD), a public repository of structured organic reaction records. describe an organic reaction: reactants, conditions, products, and yield The reactants are C(=O)(O)C12CCC(CC1)(CC2)NCC(=O)N2[C@@H](C[C@@H](C2)F)C#N ((2S,4S)-1-[[N-(4-carboxybicyclo[2.2.2]oct-1-yl)amino]acetyl]-4-fluoropyrrolidine-2-carbonitrile), NC=1SC=C(N1)C1=CC=NC=C1 (2-amino-4-(4-pyridyl)thiazole). Product: F[C@H]1C[C@H](N(C1)C(CNC12CCC(CC1)(CC2)C(=O)NC=2SC=C(N2)C2=CC=NC=C2)=O)C#N ((2S,4S)-4-fluoro-1-[[N-[4-[N-[4-(4-pyridyl)thiazol-2-yl]amino]carbonylbicyclo[2.2.2]oct-1-yl]amino]acetyl]pyrrolidine-2-carbonitrile). The yield is 20.4%. RXN SMILES: [C:1]([C:4]12[CH2:11][CH2:10][C:7]([NH:12][CH2:13][C:14]([N:16]3[CH2:20][C@@H:19]([F:21])[CH2:18][C@H:17]3[C:22]#[N:23])=[O:15])([CH2:8][CH2:9]1)[CH2:6][CH2:5]2)([OH:3])=O.[NH2:24][C:25]1[S:26][CH:27]=[C:28]([C:30]2[CH:35]=[CH:34][N:33]=[CH:32][CH:31]=2)[N:29]=1>>[F:21][C@@H:19]1[CH2:20][N:16]([C:14](=[O:15])[CH2:13][NH:12][C:7]23[CH2:10][CH2:11][C:4]([C:1]([NH:24][C:25]4[S:26][CH:27]=[C:28]([C:30]5[CH:35]=[CH:34][N:33]=[CH:32][CH:31]=5)[N:29]=4)=[O:3])([CH2:5][CH2:6]2)[CH2:9][CH2:8]3)[C@H:17]([C:22]#[N:23])[CH2:18]1. Reported procedure: In a similar manner to Example 87, (2S,4S)-1-[[N-(4-carboxybicyclo[2.2.2]oct-1-yl)amino]acetyl]-4-fluoropyrrolidine-2-carbonitrile (50.0 mg) and 2-amino-4-(4-pyridyl)thiazole (60.3 mg) were used to obtain (2S,4S)-4-fluoro-1-[[N-[4-[N-[4-(4-pyridyl)thiazol-2-yl]amino]carbonylbicyclo[2.2.2]oct-1-yl]amino]acetyl]pyrrolidine-2-carbonitrile (15.2 mg). Reactants: ClC1=NC=C(C=C1)[N+](=O)[O-] (2-chloro-5-nitropyridine). Solvent: C(C)NCC (diethylamine), C(Cl)Cl (methylene chloride). Product: C(C)N(C1=NC=C(C=C1)[N+](=O)[O-])CC (2-diethylamino-5-nitropyridine). Isolated yield 195.5%. RXN SMILES: Cl[C:2]1[CH:7]=[CH:6][C:5]([N+:8]([O-:10])=[O:9])=[CH:4][N:3]=1>C(NCC)C.C(Cl)Cl>[CH2:2]([N:3]([CH2:4][CH3:5])[C:2]1[CH:7]=[CH:6][C:5]([N+:8]([O-:10])=[O:9])=[CH:4][N:3]=1)[CH3:7]. Procedure details: A stirred mixture of 27.6 g (0.174 mole) of 2-chloro-5-nitropyridine in 500 ml of diethylamine was heated at reflux for two days. The excess diethylamine was removed by distillation under reduced pressure, leaving a residue. This residue was dissolved in methylene chloride, and the organic solution was washed with an aqueous, 10% sodium hydroxide solution. The washed organic phase was dried over anhydrous magnesium sulfate and was filtered. The filtrate was evaporated under reduced pressure to y...